This data is from the Open Reaction Database (ORD), a public repository of structured organic reaction records. The task is: describe an organic reaction: reactants, conditions, products, and yield Reactants: O (Water), ClC=1C=CC2=C(C(=NCC(N2)=S)C2=CC=CC=C2)C1 (7-chloro-5phenyl-3-H-1,4-benzodiazepine-2-thione), C[O-].[Na+] (sodium methoxide), C(C1=CC=CC=C1)Br (benzyl bromide). Run in CO (methanol). Conditions: time 30 minute. The product is C(C1=CC=CC=C1)SC1=NC2=C(C(=NC1)C1=CC=CC=C1)C=C(C=C2)Cl (2-benzylmercapto-7-chloro-5-phenyl-3H-1,4-benzodiazepine). RXN SMILES: [Cl:1][C:2]1[CH:3]=[CH:4][C:5]2[NH:11][C:10](=[S:12])[CH2:9][N:8]=[C:7]([C:13]3[CH:18]=[CH:17][CH:16]=[CH:15][CH:14]=3)[C:6]=2[CH:19]=1.C[O-].[Na+].[CH2:23](Br)[C:24]1[CH:29]=[CH:28][CH:27]=[CH:26][CH:25]=1.O>CO>[CH2:23]([S:12][C:10]1[CH2:9][N:8]=[C:7]([C:13]2[CH:18]=[CH:17][CH:16]=[CH:15][CH:14]=2)[C:6]2[CH:19]=[C:2]([Cl:1])[CH:3]=[CH:4][C:5]=2[N:11]=1)[C:24]1[CH:29]=[CH:28][CH:27]=[CH:26][CH:25]=1 |f:1.2|. Procedure: To a solution of 1.43 parts of 7-chloro-5phenyl-3-H-1,4-benzodiazepine-2-thione in 12.5 parts by volume of 0.4 N sodium methoxide in methanol is added dropwise with stirring 0.6 part by volume of benzyl bromide and the stirring is continued for an additional 30 minutes. Water is added to the reaction mixture and the resulting oil is extracted with ethyl acetate. The ethyl acetate layer is washed with water and dried over sodium sulfate. Evaporation of the solvent yields 2-benzylmercapto-7-chloro... Reactants: CC1(N(C(C(C1C(=O)OC)=O)=O)CC1=CC=CC=C1)C (methyl 2,2-dimethyl-4,5-dioxo-1-(phenylmethyl)-3-pyrrolidinecarboxylate). Run in CC(=O)O.O (HOAc water). Conditions: time 2 day. Yields the product CC1(CC(C(N1CC1=CC=CC=C1)=O)=O)C (5,5-dimethyl-1-(phenylmethyl)-2,3-pyrrolidinedione). Yield: 87.8%. As a reaction SMILES: [CH3:1][C:2]1([CH3:20])[CH:6](C(OC)=O)[C:5](=[O:11])[C:4](=[O:12])[N:3]1[CH2:13][C:14]1[CH:19]=[CH:18][CH:17]=[CH:16][CH:15]=1>CC(O)=O.O>[CH3:1][C:2]1([CH3:20])[N:3]([CH2:13][C:14]2[CH:15]=[CH:16][CH:17]=[CH:18][CH:19]=2)[C:4](=[O:12])[C:5](=[O:11])[CH2:6]1 |f:1.2|. Procedure details: A solution of methyl 2,2-dimethyl-4,5-dioxo-1-(phenylmethyl)-3-pyrrolidinecarboxylate (5.6429 g, 20.50 mmol) in 10:1 HOAc-water (100 mL) was heated at 100° C. and stirred for 2 days. The solution was cooled to room temperature and concentrated in vacuo. The residue was partitioned between DCM (200 mL) and sat. aq. NaHCO3 (100 mL). The aqueous phase was extracted with a fresh portion of DCM (50 mL), and the combined organic phase was dried over anhydrous MgSO4, filtered, and concentrated in vacuo... The reactants are N#CC1CC(F)CN1C(=O)CNC12CCC(C(=O)O)(CC1)CC2, C=Cc1ccc(N)cc1. Yields the product C=Cc1ccc(NC(=O)C23CCC(NCC(=O)N4CC(F)CC4C#N)(CC2)CC3)cc1. As a reaction SMILES: [C:1](=[O:2])([OH:3])[C:4]12[CH2:5][CH2:6][C:7]([NH:12][CH2:13][C:14](=[O:15])[N:16]3[CH:17]([C:22]#[N:23])[CH2:18][CH:19]([F:21])[CH2:20]3)([CH2:8][CH2:9]1)[CH2:10][CH2:11]2.[NH2:24][c:25]1[cH:26][cH:27][c:28]([CH:29]=[CH2:30])[cH:31][cH:32]1>>[C:1](=[O:2])([C:4]12[CH2:5][CH2:6][C:7]([NH:12][CH2:13][C:14](=[O:15])[N:16]3[CH:17]([C:22]#[N:23])[CH2:18][CH:19]([F:21])[CH2:20]3)([CH2:8][CH2:9]1)[CH2:10][CH2:11]2)[NH:24][c:25]1[cH:26][cH:27][c:28]([CH:29]=[CH2:30])[cH:31][cH:32]1.